Dataset: the Open Reaction Database (ORD), a public repository of structured organic reaction records. Task: describe an organic reaction: reactants, conditions, products, and yield Reactants: ClC1=C(C=CC(=C1)Cl)[C@@](CN1C=NC=C1)(CS)O ((R)-2-(2,4-dichlorophenyl)-1-(imidazol- 1-yl)-3-mercapto-2-propanol), [H-].[Na+] (sodium hydride), C1(=CC=C(C=C1)S(=O)(=O)OCCCC)C (n-butyl p-toluenesulfonate). Run in CN(C=O)C (N,N-dimethylformamide), paraffin, O (water). Reaction conditions: time 18 hour. Product: C(CCC)SC[C@@](CN1C=NC=C1)(O)C1=C(C=C(C=C1)Cl)Cl ((R)-3-(n-butylthio)-2-(2,4-dichlorophenyl)-1-(imidazol-1-yl)-2-propanol), Cl (hydrochloride). Isolated yield 1386.0%. Reaction SMILES: [Cl:1][C:2]1[CH:7]=[C:6]([Cl:8])[CH:5]=[CH:4][C:3]=1[C@:9]([OH:18])([CH2:16][SH:17])[CH2:10][N:11]1[CH:15]=[CH:14][N:13]=[CH:12]1.[H-].[Na+].[C:21]1(C)[CH:26]=CC(S(OCCCC)(=O)=O)=[CH:23][CH:22]=1>CN(C)C=O.O>[CH2:26]([S:17][CH2:16][C@:9]([C:3]1[CH:4]=[CH:5][C:6]([Cl:8])=[CH:7][C:2]=1[Cl:1])([OH:18])[CH2:10][N:11]1[CH:15]=[CH:14][N:13]=[CH:12]1)[CH2:21][CH2:22][CH3:23].[ClH:1] |f:1.2|. Procedure: To a solution of (R)-2-(2,4-dichlorophenyl)-1-(imidazol-1-yl)-3-mercapto-2-propanol (II) (3 g) in dry N,N-dimethylformamide (20 ml) were added a 50% dispersion of sodium hydride in paraffin (1 g) and n-butyl p-toluenesulfonate (2.3 g) at 0°-5° C. in nitrogen atmosphere. The mixture was stirred at 0°-5° C. for 1 hour and at 20°-25° C. for 18 hours. The reaction mixture was diluted with water (200 ml) and extracted with dichloromethane. Treatment of the extract in the same manner as in Example 4 g... Starting materials: [Li]C, CC(=O)O, CON(C)C(=O)c1cn(-c2ccc(S(C)(=O)=O)cc2)c(-c2ccc(Cl)cc2)n1, C1CCOC1. Product: CC(=O)c1cn(-c2ccc(S(C)(=O)=O)cc2)c(-c2ccc(Cl)cc2)n1. RXN SMILES: [CH3:29][Li:30].[CH3:31][C:32](=[O:33])[OH:34].[Cl:1][c:2]1[cH:3][cH:4][c:5](-[c:8]2[n:9](-[c:19]3[cH:20][cH:21][c:22]([S:25](=[O:26])(=[O:27])[CH3:28])[cH:23][cH:24]3)[cH:10][c:11]([C:13](=[O:14])[N:15]([O:16][CH3:17])[CH3:18])[n:12]2)[cH:6][cH:7]1.[O:35]1[CH2:36][CH2:37][CH2:38][CH2:39]1>>[Cl:1][c:2]1[cH:3][cH:4][c:5](-[c:8]2[n:9](-[c:19]3[cH:20][cH:21][c:22]([S:25](=[O:26])(=[O:27])[CH3:28])[cH:23][cH:24]3)[cH:10][c:11]([C:13](=[O:14])[CH3:31])[n:12]2)[cH:6][cH:7]1.